Dataset: the Open Reaction Database (ORD), a public repository of structured organic reaction records. Task: describe an organic reaction: reactants, conditions, products, and yield The reactants are C(C)(C)(C)OC(=O)N1CCC(CC1)NC1=CC=C(C=C1)F (1-(tert-Butoxycarbonyl)-4-[(4-fluorophenyl)amino]piperidine), COC=1C=C(C=C(C1OC)OC)C=1C=C(CCl)C=CC1 (3-(3,4,5-trimethoxyphenyl)benzyl chloride). Yields the product C(C)(C)(C)OC(=O)N1CCC(CC1)N(CC1=CC(=CC=C1)C1=CC(=C(C(=C1)OC)OC)OC)C1=CC=C(C=C1)F (1-(tert-Butoxycarbonyl)-4-[N-(4-fluorophenyl)-N-[3-(3,4,5-trimethoxyphenyl)benzyl]amino]piperidine). Reaction SMILES: [C:1]([O:5][C:6]([N:8]1[CH2:13][CH2:12][CH:11]([NH:14][C:15]2[CH:20]=[CH:19][C:18]([F:21])=[CH:17][CH:16]=2)[CH2:10][CH2:9]1)=[O:7])([CH3:4])([CH3:3])[CH3:2].[CH3:22][O:23][C:24]1[CH:25]=[C:26]([C:34]2[CH:35]=[C:36]([CH:39]=[CH:40][CH:41]=2)[CH2:37]Cl)[CH:27]=[C:28]([O:32][CH3:33])[C:29]=1[O:30][CH3:31]>>[C:1]([O:5][C:6]([N:8]1[CH2:13][CH2:12][CH:11]([N:14]([C:15]2[CH:20]=[CH:19][C:18]([F:21])=[CH:17][CH:16]=2)[CH2:37][C:36]2[CH:39]=[CH:40][CH:41]=[C:34]([C:26]3[CH:27]=[C:28]([O:32][CH3:33])[C:29]([O:30][CH3:31])=[C:24]([O:23][CH3:22])[CH:25]=3)[CH:35]=2)[CH2:10][CH2:9]1)=[O:7])([CH3:4])([CH3:2])[CH3:3]. Procedure details: 1-(tert-Butoxycarbonyl)-4-[(4-fluorophenyl)amino]piperidine (589 mg) and 3-(3,4,5-trimethoxyphenyl)benzyl chloride (586 mg) was treated in the same manner as described in Example 9 to give light yellow amorphous of the title compound. As a reaction SMILES: [Br:1][c:2]1[cH:3][cH:4][c:5]([OH:8])[cH:6][cH:7]1.[C:14]([CH3:15])([CH3:16])([CH3:17])[Si:18]([CH3:19])([CH3:20])[Cl:21].[CH3:22][N:23]([CH3:24])[CH:25]=[O:26].[nH:9]1[cH:10][cH:11][n:12][cH:13]1>>[Br:1][c:2]1[cH:3][cH:4][c:5]([O:8][Si:18]([C:14]([CH3:15])([CH3:16])[CH3:17])([CH3:19])[CH3:20])[cH:6][cH:7]1. Reactants: Oc1ccc(Br)cc1, CC(C)(C)[Si](C)(C)Cl, CN(C)C=O, c1c[nH]cn1. Yields the product CC(C)(C)[Si](C)(C)Oc1ccc(Br)cc1. Reactants: C(C)(C)(C)NC(COC1=C(C=C(C=C1)C)C=1C=CC(NN1)=S)CO (6-[2-(2-t-Butylamino-3-hydroxypropoxy)-5-methylphenyl]-3(2H)-pyridazinethione), O.NN (hydrazine hydrate), Example 2 ( vi ). Yields the product C(C)(C)(C)NC(COC1=C(C=C(C=C1)C)C=1N=NC(=CC1)NN)CO (3-[2-(2-t-butylamino-3-hydroxypropoxy)-5-methylphenyl]-6-hydrazinopyridazine). Reaction SMILES: [C:1]([NH:5][CH:6]([CH2:23][OH:24])[CH2:7][O:8][C:9]1[CH:14]=[CH:13][C:12]([CH3:15])=[CH:11][C:10]=1[C:16]1[CH:17]=[CH:18][C:19](=S)[NH:20][N:21]=1)([CH3:4])([CH3:3])[CH3:2].O.[NH2:26][NH2:27]>>[C:1]([NH:5][CH:6]([CH2:23][OH:24])[CH2:7][O:8][C:9]1[CH:14]=[CH:13][C:12]([CH3:15])=[CH:11][C:10]=1[C:16]1[N:21]=[N:20][C:19]([NH:26][NH2:27])=[CH:18][CH:17]=1)([CH3:4])([CH3:3])[CH3:2] |f:1.2|. Procedure: 6-[2-(2-t-Butylamino-3-hydroxypropoxy)-5-methylphenyl]-3(2H)-pyridazinethione was treated with hydrazine hydrate in a similar manner to the procedure described in Example 2 (vi) to give 3-[2-(2-t-butylamino-3-hydroxypropoxy)-5-methylphenyl]-6-hydrazinopyridazine as an oil which was isolated as the hemisulphate, m.p. 172°-178° C. (Found: C, 54.6; H, 7.1; N, 17.5; S, 3.9% C18H27N5O2. 0.5H2SO4 requires: C, 54.8; H, 7.2; N, 17.8; S, 4.1% The reactants are [OH-].[K+] (potassium hydroxide), OC1=CC=C(C(=O)OC)C=C1 (Methyl 4-hydroxybenzoate), CO (methanol), BrC(C)(C)C (2-bromo-2-methylpropane). Solvent: CS(=O)(=O)O (methanesulfonic acid). Conditions: temperature 70 celsius, time 16 hour. Yields the product C(C)(C)(C)C=1C=C(C(=O)OC)C=CC1O (methyl 3-t-butyl-4-hydroxybenzoate). As a reaction SMILES: [OH:1][C:2]1[CH:11]=[CH:10][C:5]([C:6]([O:8][CH3:9])=[O:7])=[CH:4][CH:3]=1.Br[C:13]([CH3:16])([CH3:15])[CH3:14].CO.[OH-].[K+]>CS(O)(=O)=O>[C:13]([C:11]1[CH:10]=[C:5]([CH:4]=[CH:3][C:2]=1[OH:1])[C:6]([O:8][CH3:9])=[O:7])([CH3:16])([CH3:15])[CH3:14] |f:3.4|. Reported procedure: Methyl 4-hydroxybenzoate (3.00 g) was dissolved in methanesulfonic acid (15 mL), and 2-bromo-2-methylpropane (11.1 mL) was added to the solution, and then the mixture was stirred at 70° C. for 16 hours. To the reaction solution, methanol (20 mL) was added, and then the reaction mixture was stirred at 50° C. for 3 hours. 1N potassium hydroxide was added, and then the mixture was extracted with ethyl acetate. The organic layer was washed with an aqueous 10% potassium carbonate solution and saturat... Starting materials: FC1(CCN(CC1)C(=O)C=1NC2=CC=C(C=C2C1)OC1CCN(CC1)C(C)C)F ((4,4-Difluoro-piperidin-1-yl)-[5-(1-isopropyl-piperidin-4-yloxy)-1H-indol-2-yl]-methanone), FC1(CCN(CC1)C(=O)C=1NC2=CC=C(C=C2C1)OC1CCN(CC1)C(C)C)F ((4,4-Difluoro-piperidin-1-yl)-[5-(1-isopropyl-piperidin-4-yloxy)-1H-indol-2-yl]-methanone), C(#N)C1=CC=C(C=C1)B(O)O (4-cyanophenylboronic acid). Product: FC1(CCN(CC1)C(=O)C=1N(C2=CC=C(C=C2C1)OC1CCN(CC1)C(C)C)C1=CC=C(C#N)C=C1)F (4-[2-(4,4-Difluoro-piperidine-1-carbonyl)-5-(1-isopropyl-piperidin-4-yloxy)-indol-1-yl]-benzonitrile). As a reaction SMILES: [F:1][C:2]1([F:29])[CH2:7][CH2:6][N:5]([C:8]([C:10]2[NH:11][C:12]3[C:17]([CH:18]=2)=[CH:16][C:15]([O:19][CH:20]2[CH2:25][CH2:24][N:23]([CH:26]([CH3:28])[CH3:27])[CH2:22][CH2:21]2)=[CH:14][CH:13]=3)=[O:9])[CH2:4][CH2:3]1.[C:30]([C:32]1[CH:37]=[CH:36][C:35](B(O)O)=[CH:34][CH:33]=1)#[N:31]>>[F:29][C:2]1([F:1])[CH2:7][CH2:6][N:5]([C:8]([C:10]2[N:11]([C:35]3[CH:36]=[CH:37][C:32]([C:30]#[N:31])=[CH:33][CH:34]=3)[C:12]3[C:17]([CH:18]=2)=[CH:16][C:15]([O:19][CH:20]2[CH2:25][CH2:24][N:23]([CH:26]([CH3:27])[CH3:28])[CH2:22][CH2:21]2)=[CH:14][CH:13]=3)=[O:9])[CH2:4][CH2:3]1. Reported procedure: In analogy to the procedure described for the synthesis of example 6, the title compound was synthesized from (4,4-difluoro-piperidin-1-yl)-[5-(1-isopropyl-piperidin-4-yloxy)-1H-indol-2-yl]-methanone (intermediate 1) and 4-cyanophenylboronic acid. The title compound was obtained in 45% yield as yellow foam. MS (m/e): 507.4 (MH+, 100%). Reactants: C1(CC1)N(C(=O)[C@H]1CN(CC[C@@H]1C1=CC=C(C=C1)OCCOC1=C(C=C(C=C1Cl)C)Cl)C(=O)OC(C)(C)C)CC1=CC(=CC(=C1)CCCOC)O (tert-butyl (3R,4S)-3-({cyclopropyl[3-hydroxy-5-(3-methoxy-propyl)benzyl]amino}carbonyl)-4-{4-[2-(2,6-dichloro-4-methylphenoxy)ethoxy]-phenyl}piperidine-1-carboxylate), OCCC(C(=O)OC)(C)C (methyl 4-hydroxy-2,2-dimethylbutanoate), C([O-])([O-])=O.[Cs+].[Cs+] (cesium carbonate). Solvent: CN(C)C=O (DMF), CCOCC (ether). Reaction conditions: temperature 80 celsius, time 18 hour. Product: C1(CC1)N(C(=O)[C@H]1CN(CC[C@@H]1C1=CC=C(C=C1)OCCOC1=C(C=C(C=C1Cl)C)Cl)C(=O)OC(C)(C)C)CC1=CC(=CC(=C1)CCCOC)OCCC(C(=O)OC)(C)C (tert-Butyl (3R,4S)-3-({cyclopropyl[3-(4-methoxy-3,3-dimethyl-4-oxobutoxy)-5-(3-methoxypropyl)benzyl]amino}carbonyl)-4-{4-[2-(2,6-dichloro-4-methylphenoxy)ethoxy]-phenyl}piperidine-1-carboxylate). Reaction SMILES: [CH:1]1([N:4]([CH2:39][C:40]2[CH:45]=[C:44]([CH2:46][CH2:47][CH2:48][O:49][CH3:50])[CH:43]=[C:42]([OH:51])[CH:41]=2)[C:5]([C@@H:7]2[C@@H:12]([C:13]3[CH:18]=[CH:17][C:16]([O:19][CH2:20][CH2:21][O:22][C:23]4[C:28]([Cl:29])=[CH:27][C:26]([CH3:30])=[CH:25][C:24]=4[Cl:31])=[CH:15][CH:14]=3)[CH2:11][CH2:10][N:9]([C:32]([O:34][C:35]([CH3:38])([CH3:37])[CH3:36])=[O:33])[CH2:8]2)=[O:6])[CH2:3][CH2:2]1.O[CH2:53][CH2:54][C:55]([CH3:61])([CH3:60])[C:56]([O:58][CH3:59])=[O:57].C(=O)([O-])[O-].[Cs+].[Cs+]>CN(C=O)C.CCOCC>[CH:1]1([N:4]([CH2:39][C:40]2[CH:45]=[C:44]([CH2:46][CH2:47][CH2:48][O:49][CH3:50])[CH:43]=[C:42]([O:51][CH2:53][CH2:54][C:55]([CH3:61])([CH3:60])[C:56]([O:58][CH3:59])=[O:57])[CH:41]=2)[C:5]([C@@H:7]2[C@@H:12]([C:13]3[CH:14]=[CH:15][C:16]([O:19][CH2:20][CH2:21][O:22][C:23]4[C:28]([Cl:29])=[CH:27][C:26]([CH3:30])=[CH:25][C:24]=4[Cl:31])=[CH:17][CH:18]=3)[CH2:11][CH2:10][N:9]([C:32]([O:34][C:35]([CH3:38])([CH3:37])[CH3:36])=[O:33])[CH2:8]2)=[O:6])[CH2:3][CH2:2]1 |f:2.3.4|. Reported procedure: To a solution of tert-butyl (3R,4S)-3-({cyclopropyl[3-hydroxy-5-(3-methoxy-propyl)benzyl]amino}carbonyl)-4-{4-[2-(2,6-dichloro-4-methylphenoxy)ethoxy]-phenyl}piperidine-1-carboxylate (1 eq.) from Example 1/Step 2 in DMF (0.1 M) was added methyl 4-hydroxy-2,2-dimethylbutanoate (appendage 5) (2 eq.) and cesium carbonate (2 eq.). The reaction was heated to 80° C. and stirred for 18 h. After cooling to rt, the reaction was diluted with ether. The organic extract was washed with water, brine, dried o... The reactants are Cl (hydrochloric acid), 5.7, C(CC)C1=CC=C(C=C1)SC(C(=O)OCC)CCCCCCC (Ethyl 2-(4-n-Propylphenylthio)nonanoate), [OH-].[Na+] (sodium hydroxide). The solvent is CO (methanol). The product is C(CC)C1=CC=C(C=C1)SC(C(=O)O)CCCCCCC (2-(4-n-Propylphenylthio)nonanoic acid). Isolated yield 96.0%. Reaction SMILES: [CH2:1]([C:4]1[CH:9]=[CH:8][C:7]([S:10][CH:11]([CH2:17][CH2:18][CH2:19][CH2:20][CH2:21][CH2:22][CH3:23])[C:12]([O:14]CC)=[O:13])=[CH:6][CH:5]=1)[CH2:2][CH3:3].[OH-].[Na+].Cl>CO>[CH2:1]([C:4]1[CH:9]=[CH:8][C:7]([S:10][CH:11]([CH2:17][CH2:18][CH2:19][CH2:20][CH2:21][CH2:22][CH3:23])[C:12]([OH:14])=[O:13])=[CH:6][CH:5]=1)[CH2:2][CH3:3] |f:1.2|. Procedure: A solution containing 5.7 (0.017 mole) of the title compound of Example 1, 35 ml of 1N aqueous sodium hydroxide solution (0.035 mole) and 3 ml methanol was refluxed overnight. The resulting solution was cooled to room temperature, acidified to pH 1.5 with 2N aqueous hydrochloric acid and extracted with 3×50 ml ethyl acetate. The combined ethyl acetate extracts were washed with 50 ml water and 50 ml saturated aqueous sodium chloride solution, dried over anhydrous sodium sulfate and concentrated i...